From a dataset of the Open Reaction Database (ORD), a public repository of structured organic reaction records. describe an organic reaction: reactants, conditions, products, and yield The reactants are ClC=1C=C(C(=O)O)C=C(C1)C (3-chloro-5-methylbenzoic acid), P(Cl)(Cl)(Cl)(Cl)Cl (phosphorous pentachloride). Run at time 1 hour. Product: P(=O)(Cl)(Cl)Cl (phosphorous oxychloride), ClC=1C=C(C(=O)Cl)C=C(C1)C (3-chloro-5-methylbenzoyl chloride). RXN SMILES: [Cl:1][C:2]1[CH:3]=[C:4]([CH:8]=[C:9]([CH3:11])[CH:10]=1)[C:5](O)=[O:6].[P:12]([Cl:17])(Cl)(Cl)([Cl:14])[Cl:13]>>[P:12]([Cl:17])([Cl:14])([Cl:13])=[O:6].[Cl:1][C:2]1[CH:3]=[C:4]([CH:8]=[C:9]([CH3:11])[CH:10]=1)[C:5]([Cl:13])=[O:6]. Procedure details: A mixture of 3-chloro-5-methylbenzoic acid (9.4 g) and phosphorous pentachloride (11.6 g) is stirred at room temperature for 1 hour and then distilled to yield phosphorous oxychloride, b.p. 45°/85 mm and 3-chloro-5-methylbenzoyl chloride, b.p. 56°/0.1 mm (10 g). Conditions: temperature 40 celsius, time 20 hour. Procedure: A mixture of 4-fluoro-3,5-diisopropoxybenzoic acid (8) (54 mg, 0.21 mmol), DIPEA (110 μL, 0.632 mmol) and T3P (50% solution in EtOAc) (310 μL, 0.527 mmol) in EtOAc (1 mL) was stirred at RT for 10 min before a solution of methyl 4-aminobenzoate (9) (35 mg, 0.23 mmol) in EtOAc (1 mL) was added dropwise and the mixture was stirred at 40° C. for 20 h. The reaction mixture was adsorbed on to silica and purified by silica gel chromatography (4 g, 0-100% EtOAc in isohexane), then (4 g, 0-10% MeOH in DC... Reactants: ClC1=C(C=C(C(=O)O)C=C1OC(CC)CC)OCC (4-chloro-3-ethoxy-5-(pentan-3-yloxy)benzoic acid), FC1=C(C=C(C(=O)O)C=C1OC(C)C)OC(C)C (4-Fluoro-3,5-diisopropoxybenzoic acid), CCN(C(C)C)C(C)C (DIPEA), C(CC)P1(OP(OP(O1)(=O)CCC)(=O)CCC)=O (T3P). Product: FC1=C(C=C(C(=O)NC2=CC=C(C(=O)OC)C=C2)C=C1OC(C)C)OC(C)C (Methyl 4-(4-fluoro-3,5-diisopropoxybenzamido)benzoate). Reaction SMILES: [F:1][C:2]1[C:10]([O:11][CH:12]([CH3:14])[CH3:13])=[CH:9][C:5]([C:6]([OH:8])=O)=[CH:4][C:3]=1[O:15][CH:16]([CH3:18])[CH3:17].CC[N:21]([CH:25]([CH3:27])[CH3:26])C(C)C.[CH2:28](P1(=O)OP(CCC)(=O)OP(CCC)(=O)O1)CC.ClC1C(OC(CC)CC)=[CH:54][C:50]([C:51]([OH:53])=[O:52])=[CH:49]C=1OCC>CCOC(C)=O>[F:1][C:2]1[C:3]([O:15][CH:16]([CH3:18])[CH3:17])=[CH:4][C:5]([C:6]([NH:21][C:25]2[CH:26]=[CH:54][C:50]([C:51]([O:53][CH3:28])=[O:52])=[CH:49][CH:27]=2)=[O:8])=[CH:9][C:10]=1[O:11][CH:12]([CH3:14])[CH3:13]. Yield: 39.1%. Run in CCOC(=O)C (EtOAc), CCOC(=O)C (EtOAc).